This data is from the Open Reaction Database (ORD), a public repository of structured organic reaction records. The task is: describe an organic reaction: reactants, conditions, products, and yield Reactants: ClC1=CC=C(C[C@@H](N)C(=O)N2C3CC(CC2CC3)N(C(=O)N(CC)CC)C3CCCCC3)C=C1 (N-[8-(4-chloro-D-phenylalanyl)-8-azabicyclo[3.2.1]oct-3-yl]-N-cyclohexyl-N′,N′-diethylurea), C(=O)(OC(C)(C)C)N1C(CCCC1)=O (N-BOC-piperidone), C(C)(=O)O[BH-](OC(C)=O)OC(C)=O.[Na+] (sodium triacetoxyborohydride). Solvent: ClCCl (dichloromethane). Run at time 16 hour. Product: ClC1=CC=C(C[C@H](C(=O)N2C3CC(CC2CC3)N(C(=O)N(CC)CC)C3CCCCC3)NC3CCN(CC3)C(=O)OC(C)(C)C)C=C1 (tert-butyl 4-{[(1R)-1-(4-chlorobenzyl)-2-(3-{cyclohexyl[(diethylamino)carbonyl]amino}-8-azabicyclo-[3.2.1]oct-8-yl)-2-oxoethyl]amino}piperidine-1-carboxylate). Isolated yield 65.6%. Reaction SMILES: [Cl:1][C:2]1[CH:34]=[CH:33][C:5]([CH2:6][C@H:7]([C:9]([N:11]2[CH:16]3[CH2:17][CH2:18][CH:12]2[CH2:13][CH:14]([N:19]([CH:27]2[CH2:32][CH2:31][CH2:30][CH2:29][CH2:28]2)[C:20]([N:22]([CH2:25][CH3:26])[CH2:23][CH3:24])=[O:21])[CH2:15]3)=[O:10])[NH2:8])=[CH:4][CH:3]=1.[C:35]([N:42]1[CH2:47][CH2:46][CH2:45][CH2:44][C:43]1=O)([O:37][C:38]([CH3:41])([CH3:40])[CH3:39])=[O:36].C(O[BH-](OC(=O)C)OC(=O)C)(=O)C.[Na+]>ClCCl>[Cl:1][C:2]1[CH:3]=[CH:4][C:5]([CH2:6][C@@H:7]([NH:8][CH:45]2[CH2:46][CH2:47][N:42]([C:35]([O:37][C:38]([CH3:41])([CH3:40])[CH3:39])=[O:36])[CH2:43][CH2:44]2)[C:9]([N:11]2[CH:16]3[CH2:17][CH2:18][CH:12]2[CH2:13][CH:14]([N:19]([CH:27]2[CH2:28][CH2:29][CH2:30][CH2:31][CH2:32]2)[C:20]([N:22]([CH2:23][CH3:24])[CH2:25][CH3:26])=[O:21])[CH2:15]3)=[O:10])=[CH:33][CH:34]=1 |f:2.3|. Procedure details: 0.41 g of N-[8-(4-chloro-D-phenylalanyl)-8-azabicyclo[3.2.1]oct-3-yl]-N-cyclohexyl-N′,N′-diethylurea is dissolved in 4 ml of dichloromethane under N2 in the presence of 0.17 g of N-BOC-piperidone and of 0.23 g of sodium triacetoxyborohydride, and the mixture is stirred at ambient temperature for 16 h. After evaporation and hydrolysis, extraction is carried out with ethyl acetate until the aqueous phase is completely depleted. The organic phase is washed with H2O and then with a saturated aqueous... Reactants: C1(=CC=CC=C1)O (phenol), C=O (paraformaldehyde), C(C)S (ethylmercaptan), C(C)SCC1=C(C=CC=C1)O (2-ethylthiomethyl-phenol). The reagents and catalysts are C(C)(=O)[O-].[Zn+2].C(C)(=O)[O-] (zinc acetate). Conditions: time 12 hour. The product is C=O (paraformaldehyde), OCC1=C(C=CC=C1)O (2-hydroxymethyl-phenol). As a reaction SMILES: [C:1]1([OH:7])C=CC=CC=1.[CH2:8]=[O:9].C(S)C.C(SC[C:17]1[CH:22]=[CH:21][CH:20]=[CH:19][C:18]=1[OH:23])C>C([O-])(=O)C.[Zn+2].C([O-])(=O)C>[CH2:1]=[O:7].[OH:9][CH2:8][C:17]1[CH:22]=[CH:21][CH:20]=[CH:19][C:18]=1[OH:23] |f:4.5.6|. Procedure: A mixture of 450 g of phenol, 0.8 g of zinc acetate and 24 g of paraformaldehyde was warmed for 6 hours to 70° C. in a flask equipped with a stirrer and a reflux condenser. 49.6 g of ethylmercaptan were then added to the reaction mixture and the reaction temperature in the flask was raised progressively so that there was always a slight reflux. After about 12 hours, when a final temperature of 120° C. had been reached, the reaction was stopped by cooling and the reaction mixture was worked up by... Reactants: C(C)(C)(C)OC(=O)N1CCC(=CC1)OS(=O)(=O)C(F)(F)F (4-trifluoromethanesulfonyloxy-3,6-dihydro-2H-pyridine-1-carboxylic acid tert-butyl ester), [Br-].CC=1C(=NC=CC1)[Zn+] (3-methyl-2-pyridylzinc bromide). The reagents and catalysts are [Pd].C1(=CC=CC=C1)P(C1=CC=CC=C1)C1=CC=CC=C1.C1(=CC=CC=C1)P(C1=CC=CC=C1)C1=CC=CC=C1.C1(=CC=CC=C1)P(C1=CC=CC=C1)C1=CC=CC=C1.C1(=CC=CC=C1)P(C1=CC=CC=C1)C1=CC=CC=C1 (tetrakis(triphenylphosphine)-palladium(0)). Solvent: O1CCCC1 (tetrahydrofuran). Reaction conditions: temperature 70 celsius. Product: CC=1C(=NC=CC1)C=1CCN(CC1)C(=O)OC(C)(C)C (tert-butyl 3-methyl-3′,6′-dihydro-2,4′-bipyridine-1′(2′H)-carboxylate). Isolated yield 82.0%. RXN SMILES: [C:1]([O:5][C:6]([N:8]1[CH2:13][CH:12]=[C:11](OS(C(F)(F)F)(=O)=O)[CH2:10][CH2:9]1)=[O:7])([CH3:4])([CH3:3])[CH3:2].[Br-].[CH3:23][C:24]1[C:25]([Zn+])=[N:26][CH:27]=[CH:28][CH:29]=1>O1CCCC1.[Pd].C1(P(C2C=CC=CC=2)C2C=CC=CC=2)C=CC=CC=1.C1(P(C2C=CC=CC=2)C2C=CC=CC=2)C=CC=CC=1.C1(P(C2C=CC=CC=2)C2C=CC=CC=2)C=CC=CC=1.C1(P(C2C=CC=CC=2)C2C=CC=CC=2)C=CC=CC=1>[CH3:23][C:24]1[C:25]([C:11]2[CH2:10][CH2:9][N:8]([C:6]([O:5][C:1]([CH3:4])([CH3:3])[CH3:2])=[O:7])[CH2:13][CH:12]=2)=[N:26][CH:27]=[CH:28][CH:29]=1 |f:1.2,4.5.6.7.8|. Procedure: A solution of 4-trifluoromethanesulfonyloxy-3,6-dihydro-2H-pyridine-1-carboxylic acid tert-butyl ester (8.10 g, 24.8 mmol; Bursavich, M. G.; et al. Org. Lett. 2001, 3, 2317) in tetrahydrofuran (50 mL) was treated with 3-methyl-2-pyridylzinc bromide (0.5 M in tetrahydrofuran, 65.0 mL, Aldrich), tetrakis(triphenylphosphine)-palladium(0) (280 mg, 0.24 mmol) and the mixture heated to 70° C. for 2 hours. The mixture was cooled to room temperature, concentrated under reduced pressure, the residue take... Starting materials: C(C)OC(C(CC(C)C)C1=CC(=C(C(=C1)OCC(F)(F)F)C1=CC=C(C=C1)C(F)(F)F)Cl)=O (Ethyl-2-(2-chloro-6-(2,2,2-trifluoroethoxy)-4′-(trifluoromethyl)biphenyl-4-yl)-4-methylpentanoate), [Li+].[OH-] (LiOH). Conditions: time 5 hour. The product is ClC1=C(C(=CC(=C1)C(C(=O)O)CC(C)C)OCC(F)(F)F)C1=CC=C(C=C1)C(F)(F)F (2-(2-chloro-6-(2,2,2-trifluoroethoxy)-4′-(trifluoromethyl)biphenyl-4-yl)-4-methylpentanoic acid). Isolated yield 24.7%. Reported procedure: Ethyl-2-(2-chloro-6-(2,2,2-trifluoroethoxy)-4′-(trifluoromethyl)biphenyl-4-yl)-4-methylpentanoate (0.35 g, 0.733 mmol) was dissolved in 25 mL of MeOH/THF/H2O (10:10:5, vvl), LiOH (0.176 g, 7.33 mmol) was added. The reaction mixture was stirred for 5 h at room temperature and concentrated under reduced pressure. Water (10 mL) was added and the reaction mixture was extracted with EtOAc (3×10 mL). The combined organic phases were dried over Na2SO4, filtered and evaporated under reduced pressure. Pu... RXN SMILES: C([O:3][C:4](=[O:33])[CH:5]([C:10]1[CH:15]=[C:14]([O:16][CH2:17][C:18]([F:21])([F:20])[F:19])[C:13]([C:22]2[CH:27]=[CH:26][C:25]([C:28]([F:31])([F:30])[F:29])=[CH:24][CH:23]=2)=[C:12]([Cl:32])[CH:11]=1)[CH2:6][CH:7]([CH3:9])[CH3:8])C.[Li+].[OH-]>CO.C1COCC1.O>[Cl:32][C:12]1[CH:11]=[C:10]([CH:5]([CH2:6][CH:7]([CH3:9])[CH3:8])[C:4]([OH:33])=[O:3])[CH:15]=[C:14]([O:16][CH2:17][C:18]([F:20])([F:21])[F:19])[C:13]=1[C:22]1[CH:23]=[CH:24][C:25]([C:28]([F:29])([F:30])[F:31])=[CH:26][CH:27]=1 |f:1.2,3.4.5|. Solvent: CO.C1CCOC1.O (MeOH THF H2O). Starting materials: CO, Cn1cncc1C(c1ccc(Cl)cc1)c1ccc(N)c(C(=O)c2cccc(Cl)c2)c1, O. The product is Cn1cncc1C(c1ccc(Cl)cc1)c1ccc(N)c(C(O)c2cccc(Cl)c2)c1. RXN SMILES: [CH3:32][OH:33].[NH2:1][c:2]1[c:3]([C:22](=[O:23])[c:24]2[cH:25][c:26]([Cl:30])[cH:27][cH:28][cH:29]2)[cH:4][c:5]([CH:8]([c:9]2[cH:10][n:11][cH:12][n:13]2[CH3:14])[c:15]2[cH:16][cH:17][c:18]([Cl:21])[cH:19][cH:20]2)[cH:6][cH:7]1.[OH2:31]>>[NH2:1][c:2]1[c:3]([CH:22]([OH:23])[c:24]2[cH:25][c:26]([Cl:30])[cH:27][cH:28][cH:29]2)[cH:4][c:5]([CH:8]([c:9]2[cH:10][n:11][cH:12][n:13]2[CH3:14])[c:15]2[cH:16][cH:17][c:18]([Cl:21])[cH:19][cH:20]2)[cH:6][cH:7]1. Starting materials: COC(C1=C(C(=CC=C1)O)N(S(=O)(=O)C1=CC=C(C=C1)OC)CC1=CC=CC=C1)=O (2-[Benzyl-(4-methoxy-benzenesulfonyl)-amino]-3-hydroxy-benzoic acid methyl ester), BrCCCCC(=O)OC (methyl 5-bromovalerate). Product: COC(C1=C(C(=CC=C1)OCCCCC(=O)OC)N(S(=O)(=O)C1=CC=C(C=C1)OC)CC1=CC=CC=C1)=O (2-[Benzyl-(4-methoxy-benzenesulfonyl)-amino]-3-(4-methoxycarbonyl-butoxy)-benzoic acid methyl ester). The yield is 75.2%. Reaction SMILES: [CH3:1][O:2][C:3](=[O:30])[C:4]1[CH:9]=[CH:8][CH:7]=[C:6]([OH:10])[C:5]=1[N:11]([CH2:23][C:24]1[CH:29]=[CH:28][CH:27]=[CH:26][CH:25]=1)[S:12]([C:15]1[CH:20]=[CH:19][C:18]([O:21][CH3:22])=[CH:17][CH:16]=1)(=[O:14])=[O:13].Br[CH2:32][CH2:33][CH2:34][CH2:35][C:36]([O:38][CH3:39])=[O:37]>>[CH3:1][O:2][C:3](=[O:30])[C:4]1[CH:9]=[CH:8][CH:7]=[C:6]([O:10][CH2:32][CH2:33][CH2:34][CH2:35][C:36]([O:38][CH3:39])=[O:37])[C:5]=1[N:11]([CH2:23][C:24]1[CH:29]=[CH:28][CH:27]=[CH:26][CH:25]=1)[S:12]([C:15]1[CH:20]=[CH:19][C:18]([O:21][CH3:22])=[CH:17][CH:16]=1)(=[O:13])=[O:14]. Procedure details: In the same manner as described in Example 38, 050 g (1.171 mmol) of the product of Example 37 and 0.419 mL (2.927 mmol) of methyl 5-bromovalerate provided 0.477 g (75%) of the desired product as a white solid. Electrospray Mass Spec: 542.3 (M+H)+